From a dataset of the Open Reaction Database (ORD), a public repository of structured organic reaction records. describe an organic reaction: reactants, conditions, products, and yield The reactants are [BH4-].[Li+] (Lithium borohydride), FC1=C(C=CC=C1F)[C@H]1C(C=2C(=NC=CC2)[C@@H](CC1)O[Si](C(C)C)(C(C)C)C(C)C)=O ((6S,9R)-6-(2,3-difluorophenyl)-9-(triisopropylsilyloxy)-6,7,8,9-tetrahydro-5H-cyclohepta[b]pyridin-5-one). Solvent: COC1CCCC1 (cyclopentyl methyl ether). Run at temperature 0 celsius, time 2 hour. Yields the product FC1=C(C=CC=C1F)[C@H]1[C@@H](C=2C(=NC=CC2)[C@@H](CC1)O[Si](C(C)C)(C(C)C)C(C)C)O ((5S,6S,9R)-6-(2,3-difluorophenyl)-9-(triisopropylsilyloxy)-6,7,8,9-tetrahydro-5H-cyclohepta[b]pyridin-5-ol). Isolated yield 65.0%. As a reaction SMILES: [BH4-].[Li+].[F:3][C:4]1[C:9]([F:10])=[CH:8][CH:7]=[CH:6][C:5]=1[C@@H:11]1[CH2:21][CH2:20][C@@H:19]([O:22][Si:23]([CH:30]([CH3:32])[CH3:31])([CH:27]([CH3:29])[CH3:28])[CH:24]([CH3:26])[CH3:25])[C:14]2=[N:15][CH:16]=[CH:17][CH:18]=[C:13]2[C:12]1=[O:33]>COC1CCCC1>[F:3][C:4]1[C:9]([F:10])=[CH:8][CH:7]=[CH:6][C:5]=1[C@@H:11]1[CH2:21][CH2:20][C@@H:19]([O:22][Si:23]([CH:27]([CH3:29])[CH3:28])([CH:30]([CH3:32])[CH3:31])[CH:24]([CH3:25])[CH3:26])[C:14]2=[N:15][CH:16]=[CH:17][CH:18]=[C:13]2[C@H:12]1[OH:33] |f:0.1|. Procedure: Lithium borohydride (0.982 g, 45.1 mmol) was added to a cyclopentyl methyl ether (30 mL) solution of (6S,9R)-6-(2,3-difluorophenyl)-9-(triisopropylsilyloxy)-6,7,8,9-tetrahydro-5H-cyclohepta[b]pyridin-5-one (5.0224 g, 11.27 mmol) at 0° C. under N2. The reaction mixture was stirred at 0° C. for 2 hours and then an addition 4 hours at room temperature. The reaction was quenched by adding methanol. The reaction mixture was stirred for 0.5 hour. The solvent was mostly removed via vacuum and the crude...